describe an organic reaction: reactants, conditions, products, and yield From a dataset of the Open Reaction Database (ORD), a public repository of structured organic reaction records. Starting materials: C(C)(=O)N[C@]1(CNC[C@@H]1CCCB1OC(C(O1)(C)C)(C)C)C(=O)NC(C)(C)C ((3R,4S)-3-acetamido-N-tert-butyl-4-(3-(4,4,5,5-tetramethyl-1,3,2-dioxaborolan-2-yl)propyl)pyrrolidine-3-carboxamide), C(C)N(CCO)CC (N,N-diethylethanolamine), C(C)(C)N(CC)C(C)C (diisopropylethylamine), CS(=O)(=O)Cl (methanesulfonyl chloride). Run in C(C)#N (acetonitrile). Run at temperature 60 celsius, time 2.5 hour. Yields the product N[C@]1(CN(C[C@@H]1CCCB(O)O)CCN(CC)CC)C(=O)O ((3R,4S)-3-amino-4-(3-boronopropyl)-1-(2-(diethylamino)ethyl)pyrrolidine-3-carboxylic acid). Isolated yield 76.1%. As a reaction SMILES: C(N(CC)CC[OH:6])C.[CH:9]([N:12]([CH:15]([CH3:17])C)[CH2:13][CH3:14])([CH3:11])C.CS(Cl)(=O)=O.C([NH:26][C@:27]1([C:44](NC(C)(C)C)=[O:45])[C@@H:31]([CH2:32][CH2:33][CH2:34][B:35]2[O:39]C(C)(C)C(C)(C)[O:36]2)[CH2:30][NH:29][CH2:28]1)(=O)C>C(#N)C>[NH2:26][C@:27]1([C:44]([OH:45])=[O:6])[C@@H:31]([CH2:32][CH2:33][CH2:34][B:35]([OH:36])[OH:39])[CH2:30][N:29]([CH2:17][CH2:15][N:12]([CH2:9][CH3:11])[CH2:13][CH3:14])[CH2:28]1. Procedure: A cooled (0° C.) solution of N,N-diethylethanolamine (82 mg, 0.70 mmol) and diisopropylethylamine (0.30 mL, 1.7 mmol) in anhydrous acetonitrile (12 mL) under nitrogen was treated with methanesulfonyl chloride (80.2 mg, 0.70 mmol), stirred 2.5 h, and treated with (3R,4S)-3-acetamido-N-tert-butyl-4-(3-(4,4,5,5-tetramethyl-1,3,2-dioxaborolan-2-yl)propyl)pyrrolidine-3-carboxamide (Example 8, step 4) (198 mg, 0.5 mmol) and heated to 60° C. for 15 h. The reaction mixture was concentrated, deprotected ... Run at time 3 minute. Reported procedure: A solution of palladium (II) acetate (3.6 mg, 0.016 mmole, 0.1 eq.) in dichloromethane (2 mL) was treated with Z-1-propenyl tri-n-butylstannane (66.2 mg, 0.2 mmole, 1.2 eq.) under an inert atmosphere and allowed to stir for 3 minutes. The resulting dark suspension was then treated with diphenylmethyl 7-phenoxyacetamido-3-[(fluorosulfonyl) oxy]-3-cephem-4-carboxylate (100.0 mg, 0.16 mmole, 1.0 eq.) in one portion and the reaction mixture was allowed to stir for 10 minutes. The reaction mixture wa... Yield: 92.9%. Reagents/catalysts: C(C)(=O)[O-].[Pd+2].C(C)(=O)[O-] (palladium (II) acetate). The reactants are O(C1=CC=CC=C1)CC(=O)NC1[C@@H]2N(C(=C(CS2)OS(=O)(=O)F)C(=O)OC(C2=CC=CC=C2)C2=CC=CC=C2)C1=O (diphenylmethyl 7-phenoxyacetamido-3-[(fluorosulfonyl) oxy]-3-cephem-4-carboxylate), C(=C/C)/[Sn](CCCC)(CCCC)CCCC (Z-1-propenyl tri-n-butylstannane). The solvent is ClCCl (dichloromethane), ClCCl (dichloromethane). The product is O(C1=CC=CC=C1)CC(=O)NC1[C@@H]2N(C(=C(CS2)\C=C/C)C(=O)OC(C2=CC=CC=C2)C2=CC=CC=C2)C1=O (Diphenylmethyl 7-Phenoxyacetamido-3-(Z-1-propenyl)-3-cephem-4carboxylate). Reaction SMILES: [CH:1](/[Sn](CCCC)(CCCC)CCCC)=[CH:2]/[CH3:3].[O:17]([CH2:24][C:25]([NH:27][CH:28]1[C:56](=[O:57])[N:30]2[C:31]([C:40]([O:42][CH:43]([C:50]3[CH:55]=[CH:54][CH:53]=[CH:52][CH:51]=3)[C:44]3[CH:49]=[CH:48][CH:47]=[CH:46][CH:45]=3)=[O:41])=[C:32](OS(F)(=O)=O)[CH2:33][S:34][C@H:29]12)=[O:26])[C:18]1[CH:23]=[CH:22][CH:21]=[CH:20][CH:19]=1>ClCCl.C([O-])(=O)C.[Pd+2].C([O-])(=O)C>[O:17]([CH2:24][C:25]([NH:27][CH:28]1[C:56](=[O:57])[N:30]2[C:31]([C:40]([O:42][CH:43]([C:50]3[CH:51]=[CH:52][CH:53]=[CH:54][CH:55]=3)[C:44]3[CH:49]=[CH:48][CH:47]=[CH:46][CH:45]=3)=[O:41])=[C:32](/[CH:1]=[CH:2]\[CH3:3])[CH2:33][S:34][C@H:29]12)=[O:26])[C:18]1[CH:23]=[CH:22][CH:21]=[CH:20][CH:19]=1 |f:3.4.5|. The product is C12C(CC(CC1)C2)C(C(S(=O)(=O)[O-])(F)F)(F)F.C2(CCCCC2)SC2=CC=C(C=C2)[S+](C2=CC=CC=C2)C2=CC=CC=C2 (4-cyclohexylthiophenyl diphenylsulfonium 2-(bicyclo[2.2.1]heptan-2-yl)-1,1,2,2-tetrafluoroethanesulfonate). Starting materials: FC(S(=O)(=O)[O-])(F)F (trifluoromethanesulfonate), FC(S(=O)(=O)[O-])(F)F.C1(CCCCC1)SC1=CC=C(C=C1)[S+](C1=CC=CC=C1)C1=CC=CC=C1 (4-cyclohexylthiophenyl diphenylsulfonium trifluoromethane sulfonate), CO (methanol), ClCl (chlorine). Reaction conditions: time 1 hour. Procedure details: 19.2 g of the resulting 4-cyclohexylthiophenyl diphenylsulfonium trifluoromethane sulfonate was dissolved in 100 g of methanol in a reaction flask. The mixture was fed into an ion-exchange chromatography (an ion-exchange resin: Shephadex R-QAE A-25, packing amount: 60 g, manufactured by Aldrich Corporation) to replace trifluoromethanesulfonate anions with chlorine ions. After evaporating methanol using an evaporator, the resulting residue was dissolved in 100 g of dichloromethane. 15 g of 30 wt ... RXN SMILES: [F:1][C:2]([F:8])(F)[S:3]([O-:6])(=[O:5])=[O:4].[CH:9]1([S:15][C:16]2[CH:21]=[CH:20][C:19]([S+:22]([C:29]3[CH:34]=[CH:33][CH:32]=[CH:31][CH:30]=3)[C:23]3[CH:28]=[CH:27][CH:26]=[CH:25][CH:24]=3)=[CH:18][CH:17]=2)[CH2:14][CH2:13][CH2:12][CH2:11][CH2:10]1.[F:35][C:36]([F:42])(F)S([O-])(=O)=O.ClCl.[CH3:45]O>>[CH:29]12[CH2:45][CH:32]([CH2:31][CH2:30]1)[CH2:33][CH:34]2[C:36]([F:42])([F:35])[C:2]([F:8])([F:1])[S:3]([O-:6])(=[O:5])=[O:4].[CH:9]1([S:15][C:16]2[CH:21]=[CH:20][C:19]([S+:22]([C:29]3[CH:30]=[CH:31][CH:32]=[CH:33][CH:34]=3)[C:23]3[CH:24]=[CH:25][CH:26]=[CH:27][CH:28]=3)=[CH:18][CH:17]=2)[CH2:14][CH2:13][CH2:12][CH2:11][CH2:10]1 |f:0.1,5.6|. Starting materials: FC1=C2C=CC=NC2=CC(=C1CC(=O)O)F ((5,7-difluoro-quinolin-6-yl)-acetic acid), OS(=O)(=O)O (H2SO4), CO (methanol). Solvent: C(C)(=O)OCC (ethyl acetate). Product: COC(CC=1C=C2C=CC=NC2=CC1F)=O ((7-fluoro-quinolin-6-yl)-acetic acid methyl ester). Yield: 89.8%. Reaction SMILES: F[C:2]1[C:11]([CH2:12][C:13]([OH:15])=[O:14])=[C:10]([F:16])[CH:9]=[C:8]2[C:3]=1[CH:4]=[CH:5][CH:6]=[N:7]2.OS(O)(=O)=O.[CH3:22]O>C(OCC)(=O)C>[CH3:22][O:15][C:13](=[O:14])[CH2:12][C:11]1[CH:2]=[C:3]2[C:8](=[CH:9][C:10]=1[F:16])[N:7]=[CH:6][CH:5]=[CH:4]2. Reported procedure: To a solution of (5,7-difluoro-quinolin-6-yl)-acetic acid (18.6 g, 83.4 mmol) in methanol (200 mL) was added conc. H2SO4 (4.7 mL, 87.0 mmol). The reaction mixture was concentrated to give a brown residue, which was diluted with 200 ml of ethyl acetate, washed with sat. aq. NaHCO3 and brine, then the organic layer was dried over anhydrous Na2SO4, and concentrated to give (7-fluoro-quinolin-6-yl)-acetic acid methyl ester as yellow solid (17.7 g, yield: 89.8%). Starting materials: ClC1=C(N)C=CC(=C1)Cl (2,4-dichloro-aniline), [H-].[Na+] (NaH), [N+](=O)([O-])C1=C(C(=O)Cl)C=CC=C1 (2-nitro-benzoyl chloride). The solvent is CN(C)C=O (DMF). Conditions: time 2 hour. Product: crude product, NC1=C(C(=O)N)C=CC=C1 (2-amino-benzamide). As a reaction SMILES: ClC1C=C(Cl)C=CC=1[NH2:4].[H-].[Na+].[N+:12]([C:15]1[CH:23]=[CH:22][CH:21]=[CH:20][C:16]=1[C:17](Cl)=[O:18])([O-])=O>CN(C=O)C>[NH2:12][C:15]1[CH:23]=[CH:22][CH:21]=[CH:20][C:16]=1[C:17]([NH2:4])=[O:18] |f:1.2|. Procedure details: 2,4-dichloro-aniline (322 mg, 2.0 mmol) in DMF was treated with 95% NaH (53 mg, 2.1 mmol) at 0° C., and then 2-nitro-benzoyl chloride was added (390 mg, 2.1 mmol). After stirring for 2 h at rt, the mixture was concentrated and co-evaporated with water, diluted with CH2Cl2, washed with aq. NaHCO3, dried and concentrated. The crude residue was dissolved in EtOH, and subjected to hydrogenation at 1 atm overnight, filtered through Celite and concentrated to give the crude product 2-amino-benzamide. The solvent is CC#N (CH3CN), C(C)(=O)OCC (ethyl acetate), CC#N (CH3CN). Reported procedure: To a suspension of NaH (0.65 g, 27 mmol) and tert-butyl 3-(3-chlorophenyl)-3-hydroxypropyl(methyl)carbamate (2.7 g, 9 mmol) in CH3CN (60 mL) at 0-5° C. was added drop wise a solution of bromoacetonitrile (3.3 g, 27 mmol) in CH3CN (20 mL), the reaction mixture was stirred for overnight at room temperature. The reaction mixture was poured into saturated aqueous NH4Cl, ethyl acetate (50 mL) was added. The organic layer was washed with water (3×20 mL) and brine, dried over Na2SO4, filtered and conce... The reactants are BrCC#N (bromoacetonitrile), [NH4+].[Cl-] (NH4Cl), [H-].[Na+] (NaH), ClC=1C=C(C=CC1)C(CCN(C(OC(C)(C)C)=O)C)O (tert-butyl 3-(3-chlorophenyl)-3-hydroxypropyl(methyl)carbamate). Reaction SMILES: [H-].[Na+].[Cl:3][C:4]1[CH:5]=[C:6]([CH:10]([OH:22])[CH2:11][CH2:12][N:13]([CH3:21])[C:14](=[O:20])[O:15][C:16]([CH3:19])([CH3:18])[CH3:17])[CH:7]=[CH:8][CH:9]=1.Br[CH2:24][C:25]#[N:26].[NH4+].[Cl-]>CC#N.C(OCC)(=O)C>[Cl:3][C:4]1[CH:5]=[C:6]([CH:10]([O:22][CH2:24][C:25]#[N:26])[CH2:11][CH2:12][N:13]([CH3:21])[C:14](=[O:20])[O:15][C:16]([CH3:17])([CH3:18])[CH3:19])[CH:7]=[CH:8][CH:9]=1 |f:0.1,4.5|. The product is ClC=1C=C(C=CC1)C(CCN(C(OC(C)(C)C)=O)C)OCC#N (tert-butyl 3-(3-chlorophenyl)-3-(cyanomethoxy)propyl(methyl)carbamate). Conditions: time 8 hour. Starting materials: BrC1C(C2=CC=CC=C2C1)=O (2-bromo indanone), ClC1=CC=C(C=O)C=C1 (p-chloro-benzaldehyde), C[O-].[Na+] (sodium methoxide). Run in CO (methanol), CO (methanol). Reaction conditions: time 2 hour. The product is ClC1=CC=C(C=C1)C1C2(O1)C(C1=CC=CC=C1C2)=O (3'-(p-chlorophenyl)-spiro[indan-2,2'-oxirane]-1-one). Reaction SMILES: Br[CH:2]1[CH2:10][C:9]2[C:4](=[CH:5][CH:6]=[CH:7][CH:8]=2)[C:3]1=[O:11].[Cl:12][C:13]1[CH:20]=[CH:19][C:16]([CH:17]=[O:18])=[CH:15][CH:14]=1.C[O-].[Na+]>CO>[Cl:12][C:13]1[CH:20]=[CH:19][C:16]([CH:17]2[O:18][C:2]32[CH2:10][C:9]2[C:4](=[CH:5][CH:6]=[CH:7][CH:8]=2)[C:3]3=[O:11])=[CH:15][CH:14]=1 |f:2.3|. Procedure details: To a stirred solution of 2-bromo indanone and 5 g. of p-chloro-benzaldehyde in 20 ml of methanol under nitrogen is added at 5° to 10°C a solution of sodium methoxide in methanol (prepared by dissolving 1.15 g. of sodium in 50 ml of methanol). After 2 hours, 3'-(p-chlorophenyl)-spiro[indan-2,2'-oxirane]-1-one precipitates and is filtered off and recrystallized from methanol. The reactants are IC1C(C=C2CC[C@H]3[C@@H]4CCC([C@@]4(C)CC[C@@H]3[C@]2(C1)C)=O)=O (2-Iodo-androst-4-ene-3,17-dione), C([O-])([O-])=O.[Li+].[Li+] (lithium carbonate), O (water). Run in CN(C=O)C (dimethylformamide). Product: C[C@@]12C(CC[C@H]1[C@@H]1CCC3=CC(C=C[C@]3(C)[C@H]1CC2)=O)=O (Androsta-1,4-diene-3,17-dione). As a reaction SMILES: I[CH:2]1[CH2:19][C@@:18]2([CH3:20])[C:5]([CH2:6][CH2:7][C@@H:8]3[C@@H:17]2[CH2:16][CH2:15][C@@:13]2([CH3:14])[C@H:9]3[CH2:10][CH2:11][C:12]2=[O:21])=[CH:4][C:3]1=[O:22].C(=O)([O-])[O-].[Li+].[Li+].O>CN(C)C=O>[CH3:14][C@:13]12[CH2:15][CH2:16][C@H:17]3[C@@H:8]([CH2:7][CH2:6][C:5]4[C@:18]3([CH3:20])[CH:19]=[CH:2][C:3](=[O:22])[CH:4]=4)[C@@H:9]1[CH2:10][CH2:11][C:12]2=[O:21] |f:1.2.3|. Reported procedure: 412 mg (1 mmol) of 2-iodo-androst-4-ene-3,17-dione of example 9 and 148 mg (2 mmol) of anhydrous lithium carbonate are stirred in 2 ml of dimethylformamide for 1 hour at 120° C. under nitrogen atmosphere. After cooling, it is added to water and extracted with ethyl acetate. The ethyl acetate solution is dried on sodium sulfate and then concentrated by evaporation. The residue is chromatographed on silica gel with ethyl acetate/hexane as mobile solvent. After concentration by evaporation of the f...